This data is from the Open Reaction Database (ORD), a public repository of structured organic reaction records. The task is: describe an organic reaction: reactants, conditions, products, and yield Reactants: C(C)(=O)N1CC(C2=CC(=C(C=C12)S(=O)(=O)Cl)F)(C)C (1-acetyl-5-fluoro-3,3-dimethyl-2,3-dihydro-1H-indole-6-sulfonyl chloride), ClCCCI (1-chloro-3-iodo-propane). Yields the product ClCCCS(=O)(=O)C1=C(C=C2C(CN(C2=C1)C(C)=O)(C)C)F (1-[6-(3-Chloro-propane-1-sulfonyl)-5-fluoro-3,3-dimethyl-2,3-dihydro-indol-1-yl]-ethanone). The yield is 88.0%. Reaction SMILES: [C:1]([N:4]1[C:12]2[C:7](=[CH:8][C:9]([F:17])=[C:10]([S:13](Cl)(=[O:15])=[O:14])[CH:11]=2)[C:6]([CH3:19])([CH3:18])[CH2:5]1)(=[O:3])[CH3:2].[Cl:20][CH2:21][CH2:22][CH2:23]I>>[Cl:20][CH2:21][CH2:22][CH2:23][S:13]([C:10]1[CH:11]=[C:12]2[C:7]([C:6]([CH3:19])([CH3:18])[CH2:5][N:4]2[C:1](=[O:3])[CH3:2])=[CH:8][C:9]=1[F:17])(=[O:15])=[O:14]. Procedure: Prepared from 1-acetyl-5-fluoro-3,3-dimethyl-2,3-dihydro-1H-indole-6-sulfonyl chloride (500 mg, 1.64 mmol) and 1-chloro-3-iodo-propane (863 μL, 8.2 mmol) following similar methods to those described in Preparation 64. The title compound (502 mg) was obtained as a pale yellow oil. 1H NMR (CDCl3): 8.72 (1H, d), 7.01 (1H, d), 3.88 (2H, s), 3.75-3.57 (2H, m), 3.57-3.35 (2H, m), 2.37-2.18 (5H, m), 1.41 (6H, s). Reactants: ClC1=C(C=CC(=C1)OC1=CC=CC=C1)NC(=O)C=1C=NC=CC1 (2-Chloro-(3-pyridyl)-N-(4-phenoxyphenyl)-carboxamide), 2H-benzo[d]1,3-dioxolan-5-ylmethylamine, CCOC(=O)C (EtOAc). Run at temperature 110 celsius. Product: O1COC2=C1C=CC(=C2)CNC2=NC=CC=C2C(=O)NC2=CC=C(C=C2)OC2=CC=CC=C2 ({2-[(2H-Benzo[d]1,3-dioxol-5-ylmethyl)amino](3-pyridyl)}-N-(4-phenoxyphenyl)carboxamide). Reaction SMILES: Cl[C:2]1[CH:7]=[C:6]([O:8][C:9]2[CH:14]=[CH:13][CH:12]=[CH:11][CH:10]=2)[CH:5]=[CH:4][C:3]=1[NH:15][C:16]([C:18]1[CH:19]=[N:20][CH:21]=[CH:22][CH:23]=1)=[O:17].[CH3:24][CH2:25][O:26][C:27](C)=[O:28]>>[O:28]1[C:24]2[CH:22]=[CH:23][C:18]([CH2:16][NH:15][C:19]3[C:18]([C:16]([NH:15][C:3]4[CH:4]=[CH:5][C:6]([O:8][C:9]5[CH:14]=[CH:13][CH:12]=[CH:11][CH:10]=5)=[CH:7][CH:2]=4)=[O:17])=[CH:23][CH:22]=[CH:21][N:20]=3)=[CH:19][C:25]=2[O:26][CH2:27]1. Procedure details: 2-Chloro-(3-pyridyl)-N-(4-phenoxyphenyl)-carboxamide (0.500 g, 1.5 mmol) and 2H-benzo[d]1,3-dioxolan-5-ylmethylamine (0.680 g, 4.5 mmol) were combined and heated neat at 110° C. for 18 h. After cooling to RT, the resulting residue was dissolved in EtOAc and washed with saturated NaACO3 solution and brine, respectively. The organics were dried over Na2SO4 and evaporated. The crude material was purified by column chromatography with EtOAc/hexanes (1:2) as eluant to leave the desired compound as an... RXN SMILES: [Br:1][c:2]1[c:3]([NH2:4])[cH:5][c:6]([N+:9](=[O:10])[O-:11])[cH:7][cH:8]1.[CH3:21][C:22]([Cl:23])=[O:24].[CH3:28][N:29]([c:30]1[cH:31][cH:32][n:33][cH:34][cH:35]1)[CH3:36].[CH:12]([N:13]([CH2:14][CH3:15])[CH:16]([CH3:17])[CH3:18])([CH3:19])[CH3:20].[Cl:25][CH2:26][Cl:27]>>[Br:1][c:2]1[c:3]([NH:4][C:22]([CH3:21])=[O:24])[cH:5][c:6]([N+:9](=[O:10])[O-:11])[cH:7][cH:8]1. Yields the product CC(=O)Nc1cc([N+](=O)[O-])ccc1Br. Reactants: Nc1cc([N+](=O)[O-])ccc1Br, CC(=O)Cl, CN(C)c1ccncc1, CCN(C(C)C)C(C)C, ClCCl.